This data is from the Open Reaction Database (ORD), a public repository of structured organic reaction records. The task is: describe an organic reaction: reactants, conditions, products, and yield The reactants are C(=O)([O-])[O-].[Na+].[Na+] (Na2CO3), ClC1=CC(=CC=C1)C(=O)OO (m-Chloroperbenzoic acid), ClC=1C(=C2C=CC=NC2=CC1)[N+](=O)[O-] (6-chloro-5-nitroquinoline), saturated aqueous solution, [OH-].[Na+] (NaOH). Solvent: C(Cl)(Cl)Cl (CHCl3), C(Cl)(Cl)Cl (CHCl3). Reaction conditions: time 6 hour. The product is ClC=1C(=C2C=CC=[N+](C2=CC1)[O-])[N+](=O)[O-] (6-Chloro-5-nitroquinoline-N-oxide). Isolated yield 83.5%. RXN SMILES: ClC1C=CC=C(C(OO)=[O:9])C=1.[Cl:12][C:13]1[C:14]([N+:23]([O-:25])=[O:24])=[C:15]2[C:20](=[CH:21][CH:22]=1)[N:19]=[CH:18][CH:17]=[CH:16]2.C([O-])([O-])=O.[Na+].[Na+].[OH-].[Na+]>C(Cl)(Cl)Cl>[Cl:12][C:13]1[C:14]([N+:23]([O-:25])=[O:24])=[C:15]2[C:20](=[CH:21][CH:22]=1)[N+:19]([O-:9])=[CH:18][CH:17]=[CH:16]2 |f:2.3.4,5.6|. Reported procedure: m-Chloroperbenzoic acid (70–75% by wt, 2.7 g, 15.6 mmol) was added in portions to a stirred, ambient temperature solution of 6-chloro-5-nitroquinoline (2 g, 9.6 mmol) in CHCl3 (15 mL). The mixture was stirred for 6 h. After this time, more CHCl3 was added, followed by 30 mL of a saturated aqueous solution of Na2CO3 and 1 mL 1M NaOH. The mixture was separated and the aqueous phase extracted with CHCl3 (×2). The organic phases were combined and washed with a saturated aqueous solution of Na2CO3, H... Reactants: [Cl-].[Na+].O (brine), C(C1=CC=CC=C1)N1CCC(=CC1)C1=CC=CC=C1 (1-Benzyl-4-phenyl-1,2,3,6-tetrahydropyridine), IC (iodomethane), CCCCCC.C(CCC)[Li] (n-butyl lithium hexane). Run in O1CCCC1 (tetrahydrofuran). Run at temperature -55 celsius, time 15 minute. Yields the product Cl.C(C1=CC=CC=C1)N1CCC(CC1)(C1=CC=CC=C1)C (1-Benzyl-4-methyl-4-phenyl-piperidine hydrochloride). Isolated yield 43.0%. RXN SMILES: [CH2:1]([N:8]1[CH2:13][CH:12]=[C:11]([C:14]2[CH:19]=[CH:18][CH:17]=[CH:16][CH:15]=2)[CH2:10][CH2:9]1)[C:2]1[CH:7]=[CH:6][CH:5]=[CH:4][CH:3]=1.[CH3:20]CCCCC.C([Li])CCC.IC.[Cl-:33].[Na+].O>O1CCCC1>[ClH:33].[CH2:1]([N:8]1[CH2:9][CH2:10][C:11]([CH3:20])([C:14]2[CH:19]=[CH:18][CH:17]=[CH:16][CH:15]=2)[CH2:12][CH2:13]1)[C:2]1[CH:3]=[CH:4][CH:5]=[CH:6][CH:7]=1 |f:1.2,4.5.6,8.9|. Reported procedure: 1-Benzyl-4-phenyl-1,2,3,6-tetrahydropyridine (160 mg, 0.64 mmol) was dissolved in anhydrous tetrahydrofuran (2 ml) to which was subsequently added dropwise n-butyl lithium hexane solution (0.64 mmol) at −10 to −20° C. in an atmosphere of argon, followed by 15 minutes of stirring. After cooling the reaction solution to −50 to −60° C., iodomethane (0.13 ml, 2.1 mmol) was added dropwise thereto and then the solution was stirred for 2 hours while gradually increasing the temperature to −20° C. After... Yields the product NC1=C(N=C(S1)C1=C(C=CC=C1F)F)C(=O)NC=1C=NN(C1N1C[C@H](NCC1)C)C ((R)-5-amino-2-(2,6-difluorophenyl)-N-(1-methyl-5-(3-methylpiperazin-1-yl)-1H-pyrazol-4-yl)thiazole-4-carboxamide). The yield is 73.2%. RXN SMILES: C(OC([NH:8][C:9]1[S:13][C:12]([C:14]2[C:19]([F:20])=[CH:18][CH:17]=[CH:16][C:15]=2[F:21])=[N:11][C:10]=1[C:22]([NH:24][C:25]1[CH:26]=[N:27][N:28]([CH3:44])[C:29]=1[N:30]1[CH2:35][CH2:34][N:33](C(OC(C)(C)C)=O)[C@H:32]([CH3:43])[CH2:31]1)=[O:23])=O)(C)(C)C.N>C(O)(C(F)(F)F)=O.C(Cl)Cl>[NH2:8][C:9]1[S:13][C:12]([C:14]2[C:15]([F:21])=[CH:16][CH:17]=[CH:18][C:19]=2[F:20])=[N:11][C:10]=1[C:22]([NH:24][C:25]1[CH:26]=[N:27][N:28]([CH3:44])[C:29]=1[N:30]1[CH2:35][CH2:34][NH:33][C@H:32]([CH3:43])[CH2:31]1)=[O:23]. Run in C(=O)(C(F)(F)F)O (TFA), C(Cl)Cl (DCM). Reactants: C(C)(C)(C)OC(=O)NC1=C(N=C(S1)C1=C(C=CC=C1F)F)C(=O)NC=1C=NN(C1N1C[C@H](N(CC1)C(=O)OC(C)(C)C)C)C (tert-butyl (R)-4-(4-(5-(tert-butoxycarbonylamino)-2-(2,6-difluorophenyl)thiazole-4-carboxamido)-1-methyl-1H-pyrazol-5-yl)-2-methylpiperazine-1-carboxylate), N (ammonia). Procedure: A solution of tert-butyl (R)-4-(4-(5-(tert-butoxycarbonylamino)-2-(2,6-difluorophenyl)thiazole-4-carboxamido)-1-methyl-1H-pyrazol-5-yl)-2-methylpiperazine-1-carboxylate (80 mg, 0.126 mmol) in TFA (1 mL) and DCM (4 mL) was stirred at ambient temperature for 3 hours. The pH of the mixture was adjusted to about 8˜9 by addition of ammonia and concentrated under reduced pressure to give a residue. The residue was purified by preparative HPLC to afford 102 (40 mg, 73%). 1H NMR (500 MHz, CDCl3) δ (ppm)... Starting materials: ClC1=CC=C(OC2=CC=C(OC(C(=O)Cl)CC)C=C2)C=C1 (4-(4-chlorophenoxy)phenoxybutyric acid chloride), ClC1=CC=C(OC2=CC=C(OC(C(=O)Cl)CCC)C=C2)C=C1 (2-(4-(4-chlorophenoxy)phenoxy)valeric acid chloride), BrC1=CC=C(C=C1)[N+](=O)[O-] (4-bromonitrobenzene). Run in ( a ). Product: [N+](=O)([O-])C1=CC=C(OC2=CC=C(OC(C(=O)Cl)C)C=C2)C=C1 (2-(4-(4-nitrophenoxy)phenoxy)propionic acid chloride). As a reaction SMILES: Cl[C:2]1[CH:21]=[CH:20][C:5]([O:6][C:7]2[CH:19]=[CH:18][C:10]([O:11][CH:12]([CH2:16]C)[C:13]([Cl:15])=[O:14])=[CH:9][CH:8]=2)=[CH:4][CH:3]=1.ClC1C=CC(OC2C=CC(OC(CCC)C(Cl)=O)=CC=2)=CC=1.BrC1C=CC([N+:51]([O-:53])=[O:52])=CC=1>>[N+:51]([C:2]1[CH:21]=[CH:20][C:5]([O:6][C:7]2[CH:19]=[CH:18][C:10]([O:11][CH:12]([CH3:16])[C:13]([Cl:15])=[O:14])=[CH:9][CH:8]=2)=[CH:4][CH:3]=1)([O-:53])=[O:52]. Reported procedure: 2-bromoacetic acid, (b) 2-bromobutyric acid, and (c) 2-bromovaleric acid in the above (A), were used to obtain (a'), 4-(4-chlorophenoxy)phenoxyacetic acid chloride, (b') 2-(4-(4-chlorophenoxy)phenoxybutyric acid chloride, (c') 2-(4-(4-chlorophenoxy)phenoxy)valeric acid chloride, respectively. Also, by using (d) 4-bromonitrobenzene instead of 4-bromochlorobenzene in the above (a), (d') 2-(4-(4-nitrophenoxy)phenoxy)propionic acid chloride was obtained. The reactants are O1C(NCC1)=O (oxazolidinone), NCC1CNC(O1)=O (5-(aminomethyl)oxazolidinone), N1=CC=CC=C1 (pyridine), C(C)(=O)OC(C)=O (acetic anhydride), [C@@H]12SC[C@@H](N(C1)C1=C(C=C(C=C1)N1C(O[C@@H](C1)CCS(=O)(=O)[O-])=O)F)C2 ((R)[[3-[4[(1S,4S)-2-thia-5-azabicyclo[2.2.1]heptane-5-yl]-3-fluorophenyl]-2-oxo-5-oxazolidinyl]methyl]methanesulfonate), [NH4+].[OH-] (NH4OH). Run in CO.C(Cl)(Cl)Cl (MeOH CHCl3), CO.C(Cl)(Cl)Cl (MeOH CHCl3), C(Cl)Cl (CH2Cl2), C(Cl)Cl (CH2Cl2), C1CCOC1.CC(C)O (THF i-PrOH). Conditions: temperature 95 celsius, time 1 hour. Product: FC=1C=C(C=CC1N1[C@@H]2CS[C@H](C1)C2)N2C(O[C@H](C2)CNC(C)=O)=O ((S)-N-[[3-[3-fluoro-4-[(1S,4S)-2-thia-5-azabicyclo[2.2.1]heptan-5-yl]-phenyl]-2-oxo-5-oxazolidinyl]methyl]acetamide). RXN SMILES: [C@H:1]12[CH2:26][C@H:4]([N:5]([C:7]3[CH:12]=[CH:11][C:10]([N:13]4[CH2:17][C@@H:16]([CH2:18]CS([O-])(=O)=O)[O:15][C:14]4=[O:24])=[CH:9][C:8]=3[F:25])[CH2:6]1)[CH2:3][S:2]2.[NH4+].[OH-].NCC1O[C:34](=[O:36])[NH:33]C1.N1C=CC=C[CH:38]=1.C(OC(=O)C)(=O)C.O1CCNC1=O>C(Cl)Cl.CO.C(Cl)(Cl)Cl.C1COCC1.CC(O)C>[F:25][C:8]1[CH:9]=[C:10]([N:13]2[CH2:17][C@H:16]([CH2:18][NH:33][C:34](=[O:36])[CH3:38])[O:15][C:14]2=[O:24])[CH:11]=[CH:12][C:7]=1[N:5]1[CH2:6][C@@H:1]2[CH2:26][C@H:4]1[CH2:3][S:2]2 |f:1.2,8.9,10.11|. Procedure: A mixture of (R)[[3-[4[(1S,4S)-2-thia-5-azabicyclo[2.2.1]heptane-5-yl]-3-fluorophenyl]-2-oxo-5-oxazolidinyl]methyl]methanesulfonate (1.56 g, 3.88 mmol), 1:1 THF/i-PrOH (4 mL) and 30% NH4OH (4 mL) was heated to 95° C. in a sealed tube for 14 h and then cooled to ambient temperature. TLC analysis (5% MeOH/CHCl3) revealed the reaction to be complete. The mixture was diluted with CH2Cl2 (75 mL), washed with saturated aqueous NaHCO3 (15 mL) and brine (15 mL), dried over Na2SO4, filtered and concentra... Reactants: BrCC1=NN=C2N1C1=C(C(=NC2)C2=CC=CC=C2)C=C(C=C1)Cl (1-bromomethyl-8-chloro-6-phenyl-4H-s-triazolo[4,3-a][1,4]benzodiazepine), [C-]#N.[K+] (potassium cyanide). Run in CS(=O)C (dimethylsulfoxide). Product: ClC=1C=CC2=C(C(=NCC=3N2C(=NN3)CC#N)C3=CC=CC=C3)C1 (8-chloro-6-phenyl-4H-s-triazolo[4,3-a][1,4]benzodiazepine-1-acetonitrile). As a reaction SMILES: Br[CH2:2][C:3]1[N:7]2[C:8]3[CH:22]=[CH:21][C:20]([Cl:23])=[CH:19][C:9]=3[C:10]([C:13]3[CH:18]=[CH:17][CH:16]=[CH:15][CH:14]=3)=[N:11][CH2:12][C:6]2=[N:5][N:4]=1.[C-:24]#[N:25].[K+]>CS(C)=O>[Cl:23][C:20]1[CH:21]=[CH:22][C:8]2[N:7]3[C:3]([CH2:2][C:24]#[N:25])=[N:4][N:5]=[C:6]3[CH2:12][N:11]=[C:10]([C:13]3[CH:18]=[CH:17][CH:16]=[CH:15][CH:14]=3)[C:9]=2[CH:19]=1 |f:1.2|. Reported procedure: In the same manner 1-bromomethyl-8-chloro-6-phenyl-4H-s-triazolo[4,3-a][1,4]benzodiazepine can be condensed with potassium cyanide in dimethylsulfoxide to give 8-chloro-6-phenyl-4H-s-triazolo[4,3-a][1,4]benzodiazepine-1-acetonitrile. The reactants are ClC1=NC(=NC(=C1C#N)NCC1CC1)NCCO (4-chloro-6-(cyclopropylmethyl-amino)-2-(2-hydroxy-ethylamino)-pyrimidine-5-carbonitrile), C1(=CC=CC=C1)C1CCNCC1 (4-phenyl-piperidine), C(C)N(C(C)C)C(C)C (N-ethyl-diisopropylamine). Run in O1CCOCC1 (dioxane). Product: C1(CC1)CNC1=NC(=NC(=C1C#N)N1CCC(CC1)C1=CC=CC=C1)NCCO (4-(cyclopropylmethyl-amino)-2-(2-hydroxy-ethylamino)-6-(4-phenyl-piperidin-1-yl)-pyrimidine-5-carbonitrile). RXN SMILES: Cl[C:2]1[C:7]([C:8]#[N:9])=[C:6]([NH:10][CH2:11][CH:12]2[CH2:14][CH2:13]2)[N:5]=[C:4]([NH:15][CH2:16][CH2:17][OH:18])[N:3]=1.[C:19]1([CH:25]2[CH2:30][CH2:29][NH:28][CH2:27][CH2:26]2)[CH:24]=[CH:23][CH:22]=[CH:21][CH:20]=1.C(N(C(C)C)C(C)C)C>O1CCOCC1>[CH:12]1([CH2:11][NH:10][C:6]2[C:7]([C:8]#[N:9])=[C:2]([N:28]3[CH2:29][CH2:30][CH:25]([C:19]4[CH:24]=[CH:23][CH:22]=[CH:21][CH:20]=4)[CH2:26][CH2:27]3)[N:3]=[C:4]([NH:15][CH2:16][CH2:17][OH:18])[N:5]=2)[CH2:14][CH2:13]1. Procedure details: In analogy to the procedure described in example 20b, 4-chloro-6-(cyclopropylmethyl-amino)-2-(2-hydroxy-ethylamino)-pyrimidine-5-carbonitrile (example 41b) was treated with 4-phenyl-piperidine in dioxane in the presence of N-ethyl-diisopropylamine at 90° C. to yield the 4-(cyclopropylmethyl-amino)-2-(2-hydroxy-ethylamino)-6-(4-phenyl-piperidin-1-yl)-pyrimidine-5-carbonitrile as an amorphous, white solid; Reactants: C(CN)N (ethylenediamine), C[Al](C)C (trimethylaluminum), C1(=CC=CC=C1)C (toluene), BrC1=CC=C2CCOC(C2=C1)C(=O)OC (methyl 7-bromoisochroman-1-carboxylate), C1(=CC=CC=C1)C (toluene). Run in C(Cl)Cl (DCM), CO (methanol), O (Water). Product: CC1=C2CCOC(C2=CC=C1)C=1NCCN1 (2-(5-Methylisochroman-1-yl)-4,5-dihydro-1H-imidazole). As a reaction SMILES: [CH2:1]([NH2:4])[CH2:2][NH2:3].C[Al](C)C.[C:9]1([CH3:15])[CH:14]=[CH:13][CH:12]=[CH:11][CH:10]=1.BrC1C=[C:25]2C([CH2:21][CH2:22][O:23][CH:24]2C(OC)=O)=CC=1>C(Cl)Cl.CO.O>[CH3:15][C:9]1[CH:14]=[CH:13][CH:12]=[C:11]2[C:10]=1[CH2:21][CH2:22][O:23][CH:24]2[C:25]1[NH:3][CH2:2][CH2:1][N:4]=1. Reported procedure: To 10 minutes ice-bath cooled and stirred solution of ethylenediamine (0.29 ml), trimethylaluminum (2M heptane sol, 2.2 ml) and toluene (10 ml) was added the mixture of methyl 7-bromoisochroman-1-carboxylate (0.5 g) and toluene (10 ml) and the reaction mixture was refluxed for 6 hrs. Water (2 ml), methanol (5 ml) and DCM (5 ml) were added, mixture refluxed for 15 min and participate was filtered off. Organics were evaporated and the title compound (0.38 g) was isolated with the separation method... Yields the product CCOC(=O)c1oc(Nc2ncccn2)nc1C(F)(F)F. The reactants are CCOCC, Cc1ccccc1, CCOC(=O)c1oc(Cl)nc1C(F)(F)F, Nc1ncccn1. As a reaction SMILES: [CH2:30]([O:31][CH2:32][CH3:33])[CH3:34].[CH3:1][c:2]1[cH:3][cH:4][cH:5][cH:6][cH:7]1.[Cl:8][c:9]1[o:10][c:11]([C:18](=[O:19])[O:20][CH2:21][CH3:22])[c:12]([C:14]([F:15])([F:16])[F:17])[n:13]1.[NH2:23][c:24]1[n:25][cH:26][cH:27][cH:28][n:29]1>>[c:9]1([NH:23][c:24]2[n:25][cH:26][cH:27][cH:28][n:29]2)[o:10][c:11]([C:18](=[O:19])[O:20][CH2:21][CH3:22])[c:12]([C:14]([F:15])([F:16])[F:17])[n:13]1. Starting materials: C#Cc1ccc(C2N=C(c3ccc(C(C)(C)C)cc3OCC)N(C(=O)Cl)C2c2ccc(C#C)cc2)cc1, CS(=O)(=O)CCN1CCNCC1, Cl, Cl. Yields the product C#Cc1ccc(C2N=C(c3ccc(C(C)(C)C)cc3OCC)N(C(=O)N3CCN(CCS(C)(=O)=O)CC3)C2c2ccc(C#C)cc2)cc1, Cl. RXN SMILES: [C:1]([CH3:2])([CH3:3])([CH3:4])[c:5]1[cH:6][c:7]([O:35][CH2:36][CH3:37])[c:8]([C:11]2=[N:15][CH:14]([c:16]3[cH:17][cH:18][c:19]([C:22]#[CH:23])[cH:20][cH:21]3)[CH:13]([c:24]3[cH:25][cH:26][c:27]([C:30]#[CH:31])[cH:28][cH:29]3)[N:12]2[C:32](=[O:33])[Cl:34])[cH:9][cH:10]1.[CH3:40][S:41](=[O:42])(=[O:43])[CH2:44][CH2:45][N:46]1[CH2:47][CH2:48][NH:49][CH2:50][CH2:51]1.[ClH:38].[ClH:39]>>[C:1]([CH3:2])([CH3:3])([CH3:4])[c:5]1[cH:6][c:7]([O:35][CH2:36][CH3:37])[c:8]([C:11]2=[N:15][CH:14]([c:16]3[cH:17][cH:18][c:19]([C:22]#[CH:23])[cH:20][cH:21]3)[CH:13]([c:24]3[cH:25][cH:26][c:27]([C:30]#[CH:31])[cH:28][cH:29]3)[N:12]2[C:32](=[O:33])[N:49]2[CH2:48][CH2:47][N:46]([CH2:45][CH2:44][S:41]([CH3:40])(=[O:42])=[O:43])[CH2:51][CH2:50]2)[cH:9][cH:10]1.[ClH:34].